describe an organic reaction: reactants, conditions, products, and yield From a dataset of the Open Reaction Database (ORD), a public repository of structured organic reaction records. Reactants: FC(C=1C=C(OC(C(C)=O)(C)C)C=CC1)(F)F (3-(3-trifluoromethyl-phenoxy)-3-methyl-butan-2-one), ClCCC(O)O (3-chloropropanediol), acid, O (water). The solvent is C1(=CC=CC=C1)C (toluene). The product is FC(C=1C=C(OC(C)(C)C2(OCC(O2)CCl)C)C=CC1)(F)F (2-[2-(3-trifluoromethyl-phenoxy)-prop-2-yl]-2-methyl-4-chloromethyl-1,3-dioxolane). Yield: 65.0%. Reaction SMILES: [F:1][C:2]([F:17])([F:16])[C:3]1[CH:4]=[C:5]([CH:13]=[CH:14][CH:15]=1)[O:6][C:7]([CH3:12])([CH3:11])[C:8](=[O:10])[CH3:9].[Cl:18][CH2:19][CH2:20][CH:21](O)O.[OH2:24]>C1(C)C=CC=CC=1>[F:1][C:2]([F:16])([F:17])[C:3]1[CH:4]=[C:5]([CH:13]=[CH:14][CH:15]=1)[O:6][C:7]([C:8]1([CH3:9])[O:24][CH:20]([CH2:19][Cl:18])[CH2:21][O:10]1)([CH3:12])[CH3:11]. Procedure: 12.3 g (0.5 mol) of 3-(3-trifluoromethyl-phenoxy)-3-methyl-butan-2-one are heated under reflux together with 110 g (1 mol) of 3-chloropropanediol and 10 g of acid ion exchanger (Lewasorb A10) in 600 ml of toluene over a water separator for 14 hours. The cooled reaction mixture is filtered and the filtrate is dried over sodium sulphate and concentrated. The residue is distilled under a high vacuum. 109 g (65% of theory) of 2-[2-(3-trifluoromethyl-phenoxy)-prop-2-yl]-2-methyl-4-chloromethyl-1,3-di... Reactants: CCOC(C)=O, CC(=O)O, Cl, N#C[Cu], N#C[K], O=N[O-], Nc1c(Cl)cc(Cl)c(CCC(=O)O)c1Cl, N, [Na+], O=S(=O)(O)O. The product is N#Cc1c(Cl)cc(Cl)c(CCC(=O)O)c1Cl. RXN SMILES: [CH3:33][CH2:34][O:35][C:36](=[O:37])[CH3:38].[CH3:39][C:40](=[O:41])[OH:42].[ClH:31].[Cu:25][C:26]#[N:27].[K:28][C:29]#[N:30].[N:1]([O-:2])=[O:3].[NH2:10][c:11]1[c:12]([Cl:24])[c:13]([CH2:19][CH2:20][C:21](=[O:22])[OH:23])[c:14]([Cl:18])[cH:15][c:16]1[Cl:17].[NH3:32].[Na+:4].[S:5](=[O:6])(=[O:7])([OH:8])[OH:9]>>[c:11]1([C:26]#[N:27])[c:12]([Cl:24])[c:13]([CH2:19][CH2:20][C:21](=[O:22])[OH:23])[c:14]([Cl:18])[cH:15][c:16]1[Cl:17]. The reactants are C(C=1C(C(=O)NN)=CC=CC1)(=O)NN (phthalhydrazide), Cl (hydrochloric acid), C1(C=2C(C(N1CCN1C(C=CC3=C(C=C(N=C13)C)C)=O)=O)=CC=CC2)=O (1-(2-phthalimidoethyl)-5,7-dimethyl-1,8-naphthyridin-2(1H)-one), NN (hydrazine). The solvent is O (water), C(C)O (ethanol). Product: Cl.NCCN1C(C=CC2=C(C=C(N=C12)C)C)=O (1-(2-aminoethyl)-5,7-dimethyl-1,8-naphthyridine-2(1H)-one hydrochloride). As a reaction SMILES: C1(=O)[N:5]([CH2:6][CH2:7][N:8]2[C:17]3[C:12](=[C:13]([CH3:19])[CH:14]=[C:15]([CH3:18])[N:16]=3)[CH:11]=[CH:10][C:9]2=[O:20])C(=O)C2=CC=CC=C12.NN.[ClH:29].C(NN)(=O)C1C(=CC=CC=1)C(NN)=O>C(O)C.O>[ClH:29].[NH2:5][CH2:6][CH2:7][N:8]1[C:17]2[C:12](=[C:13]([CH3:19])[CH:14]=[C:15]([CH3:18])[N:16]=2)[CH:11]=[CH:10][C:9]1=[O:20] |f:6.7|. Reported procedure: A mixture of 1-(2-phthalimidoethyl)-5,7-dimethyl-1,8-naphthyridin-2(1H)-one (5.2 gm., 0.015 mole) and 95% hydrazine (1.8 ml., 0.053 mole) in absolute ethanol (50 ml.) is refluxed for one hour. The reaction is cooled, water (37.8 ml.) and concentrated hydrochloric acid (37.5 ml.) are added. After refluxing for one half hour, the mixture is cooled in an ice bath and phthalhydrazide (2.85 gm., 0.0125 mole) is filtered off. The filtrate is concentrated and the residue is dissolved in water, made bas... The reactants are C(C1=CC=CC=C1)OC(=O)N1CC(N(C(C1)C)C)C (3,4,5-trimethyl-piperazine-1-carboxylic acid benzyl ester). Reagents/catalysts: [Pd] (palladium on carbon). Solvent: CCO (EtOH). Conditions: time 4 hour. The product is CN1C(CNCC1C)C (1,2,6-Trimethyl-piperazine). RXN SMILES: C(OC([N:11]1[CH2:16][CH:15]([CH3:17])[N:14]([CH3:18])[CH:13]([CH3:19])[CH2:12]1)=O)C1C=CC=CC=1>CCO.[Pd]>[CH3:18][N:14]1[CH:15]([CH3:17])[CH2:16][NH:11][CH2:12][CH:13]1[CH3:19]. Procedure: Under an inert atmosphere of nitrogen, 3,4,5-trimethyl-piperazine-1-carboxylic acid benzyl ester (1 eq, 1.87 mmol, 0.49 g) is dissolved in EtOH (20 ml) and palladium on carbon (0.1 eq, 0.187 mmol, 0.2 g) is added. The reaction is stirred at room temperature under an atmosphere of hydrogen for 4 hrs. The reaction mixture is filtered through Celite® and the solvent evaporated under vacuo to afford the title compound. The reactants are C(=NC1CCCCC1)=NC1CCCCC1, ClCCl, CS(C)=O, OC1CN(C(c2ccccc2)c2ccccc2)C1, O, O=P(O)(O)O, c1ccncc1. The product is O=C1CN(C(c2ccccc2)c2ccccc2)C1. As a reaction SMILES: [CH2:30]1[CH2:31][CH2:32][CH:33]([N:34]=[C:35]=[N:36][CH:37]2[CH2:38][CH2:39][CH2:40][CH2:41][CH2:42]2)[CH2:43][CH2:44]1.[CH2:49]([Cl:50])[Cl:51].[CH3:45][S:46](=[O:47])[CH3:48].[CH:1]([c:2]1[cH:3][cH:4][cH:5][cH:6][cH:7]1)([c:8]1[cH:9][cH:10][cH:11][cH:12][cH:13]1)[N:14]1[CH2:15][CH:16]([OH:18])[CH2:17]1.[OH2:52].[P:25](=[O:26])([OH:27])([OH:28])[OH:29].[cH:19]1[cH:20][cH:21][n:22][cH:23][cH:24]1>>[CH:1]([c:2]1[cH:3][cH:4][cH:5][cH:6][cH:7]1)([c:8]1[cH:9][cH:10][cH:11][cH:12][cH:13]1)[N:14]1[CH2:15][C:16](=[O:18])[CH2:17]1. Starting materials: COC(=O)C(CC1CCCC1)n1ncccc1=O, CO, [Na+], [OH-]. Product: O=C(O)C(CC1CCCC1)n1ncccc1=O. RXN SMILES: [CH3:1][O:2][C:3]([CH:4]([CH2:5][CH:6]1[CH2:7][CH2:8][CH2:9][CH2:10]1)[n:11]1[n:12][cH:13][cH:14][cH:15][c:16]1=[O:17])=[O:18].[CH3:21][OH:22].[Na+:20].[OH-:19]>>[O:2]=[C:3]([CH:4]([CH2:5][CH:6]1[CH2:7][CH2:8][CH2:9][CH2:10]1)[n:11]1[n:12][cH:13][cH:14][cH:15][c:16]1=[O:17])[OH:18]. The reactants are [Cl-].[NH4+] (ammonium chloride), N1=CC(=CC2=CC=CC=C12)C=CC=O (3-(3-quinolyl)propenal), C(C)(=O)OC(C)C (isopropyl acetate), [BH4-].[Na+] (sodium borohydride). The solvent is CO (methanol). Run at temperature 23 celsius, time 90 minute. Yields the product N1=CC(=CC2=CC=CC=C12)C=CCO (3-(3-quinolyl)-2-propen-1-ol). Yield: 65.3%. As a reaction SMILES: [N:1]1[C:10]2[C:5](=[CH:6][CH:7]=[CH:8][CH:9]=2)[CH:4]=[C:3]([CH:11]=[CH:12][CH:13]=[O:14])[CH:2]=1.[BH4-].[Na+].C(OC(C)C)(=O)C.[Cl-].[NH4+]>CO>[N:1]1[C:10]2[C:5](=[CH:6][CH:7]=[CH:8][CH:9]=2)[CH:4]=[C:3]([CH:11]=[CH:12][CH2:13][OH:14])[CH:2]=1 |f:1.2,4.5|. Procedure: A mixture of 3-(3-quinolyl)propenal (10 g, 54.6 mmol) in methanol (50 mL) was cooled to 0° C. and to this mixture, sodium borohydride (1.03 g, 27 mmol) was charged in small portions keeping the temperature below 10° C. After the addition was complete, the mixture was stirred at 23° C. for 90 min. until the reaction was complete as monitored by TLC (isopropyl acetate, visualize under uv). To the mixture, saturated ammonium chloride solution (20 mL) was added and the mixture was stirred for one ho...